This data is from the Open Reaction Database (ORD), a public repository of structured organic reaction records. The task is: describe an organic reaction: reactants, conditions, products, and yield The reactants are C(C1=CC=CC=C1)=O (benzaldehyde), C(#N)CC(=O)OCC (ethyl cyanoacetate), C(C)(=O)O (acetic acid), N1CCCCC1 (piperidine). The solvent is C1=CC=CC=C1 (benzene). Product: C(C)OC(C(=CC1=CC=CC=C1)C#N)=O (2-cyano-3-phenylpropenoic acid ethyl ester). The yield is 104.4%. As a reaction SMILES: [CH:1](=O)[C:2]1[CH:7]=[CH:6][CH:5]=[CH:4][CH:3]=1.[C:9]([CH2:11][C:12]([O:14][CH2:15][CH3:16])=[O:13])#[N:10].C(O)(=O)C.N1CCCCC1>C1C=CC=CC=1>[CH2:15]([O:14][C:12](=[O:13])[C:11]([C:9]#[N:10])=[CH:1][C:2]1[CH:7]=[CH:6][CH:5]=[CH:4][CH:3]=1)[CH3:16]. Procedure details: A solution of 2.55 g of benzaldehyde, 2.46 g of ethyl cyanoacetate, 0.3 ml of acetic acid and 0.3 ml of piperidine in 20 ml of dry benzene was heated under reflux for 16 hours while removing water formed during the reaction by using a molecular sieve. The reaction mixture was concentrated under reduced pressure, the residue was dissolved in ethyl acetate, and the organic layer was washed with a saturated sodium chloride aqueous solution, dried over anhydrous magnesium sulfate, and concentrated u... Reactants: O (water), OC1=C(C(N(C2=NC=CC=C12)C1=CC=CC=C1)=O)CC(C)O (4-hydroxy-3-(2-hydroxypropyl)-1-phenyl-1,8-naphthyridin-2(1H)-one), C(C)(=O)[O-].[Na+] (sodium acetate). The solvent is Br (HBr). Reaction conditions: temperature 90 celsius. Yields the product CC1CC=2C(N(C=3N=CC=CC3C2O1)C1=CC=CC=C1)=O (2-Methyl-3,5-dihydro-5-phenyl-furo[3,2-c][1,8]naphthyridin-4(2H)-one). As a reaction SMILES: O[C:2]1[C:11]2[C:6](=[N:7][CH:8]=[CH:9][CH:10]=2)[N:5]([C:12]2[CH:17]=[CH:16][CH:15]=[CH:14][CH:13]=2)[C:4](=[O:18])[C:3]=1[CH2:19][CH:20]([OH:22])[CH3:21].O.C([O-])(=O)C.[Na+]>Br>[CH3:21][CH:20]1[O:22][C:2]2[C:11]3[CH:10]=[CH:9][CH:8]=[N:7][C:6]=3[N:5]([C:12]3[CH:13]=[CH:14][CH:15]=[CH:16][CH:17]=3)[C:4](=[O:18])[C:3]=2[CH2:19]1 |f:2.3|. Procedure: A solution of 4-hydroxy-3-(2-hydroxypropyl)-1-phenyl-1,8-naphthyridin-2(1H)-one (8.9 g; 0.03 mole) in 47% HBr (90 ml.) was stirred in an atmosphere of nitrogen. The solution was heated to 90° C. for 41/2 hrs. then was allowed to cool, poured into water and was adjusted to pH 4.5 with sodium acetate. The product was filtered off, washed with water, dried in air and recrystallized from CHCl3 /isopropanol to yield the product, m.p. 223°-224° C. Starting materials: Cl (hydrochloric acid), resultant suspension, C(C(C)(C)C)(=O)Cl (Pivaloyl chloride), Cl.[N+](=O)([O-])C1=CC=C(CCN)C=C1 (p-nitrophenethylamine hydrochloride), COC1=CC=C(C=C1)CC(=O)O (4-methoxybenzeneacetic acid). Run in C(C)N(CC)CC (triethylamine), C1CCOC1 (THF), C(C)N(CC)CC (triethylamine). Run at time 1 hour. Product: COC1=CC=C(C=C1)CC(=O)NCCC1=CC=C(C=C1)[N+](=O)[O-] (4-Methoxy-N-[2-(4-nitrophenyl)ethyl]benzeneacetamide). Isolated yield 47.7%. Reaction SMILES: [CH3:1][O:2][C:3]1[CH:8]=[CH:7][C:6]([CH2:9][C:10]([OH:12])=O)=[CH:5][CH:4]=1.C(Cl)(=O)C(C)(C)C.Cl.[N+:21]([C:24]1[CH:32]=[CH:31][C:27]([CH2:28][CH2:29][NH2:30])=[CH:26][CH:25]=1)([O-:23])=[O:22].Cl>C1COCC1.C(N(CC)CC)C>[CH3:1][O:2][C:3]1[CH:4]=[CH:5][C:6]([CH2:9][C:10]([NH:30][CH2:29][CH2:28][C:27]2[CH:26]=[CH:25][C:24]([N+:21]([O-:23])=[O:22])=[CH:32][CH:31]=2)=[O:12])=[CH:7][CH:8]=1 |f:2.3|. Reported procedure: A solution of 4-methoxybenzeneacetic acid (8.3 g) in dry THF (250 ml) was treated with triethylamine (6.9 ml) and wooled in a salt/ice-bath with stirring under a nitrogen atmosphere. Pivaloyl chloride (6.1 ml) was added and stirring continued for 1 h. A further aliquot of triethylamine (6.9 ml) was added followed by p-nitrophenethylamine hydrochloride (10 g). The resultant suspension was warmed to room temperature and stirred for 19.5 h (overnight). The reaction mixture was acidified to pH 1 usi... Reactants: FC(C=1C=CC(=NC1)CO)(F)F ((5-(trifluoromethyl)pyridin-2-yl)methanol), O=S(Cl)Cl (SOCl2). Run in C(Cl)Cl (CH2Cl2), C(Cl)Cl (CH2Cl2). Reaction conditions: time 1 hour. The product is Cl.ClCC1=NC=C(C=C1)C(F)(F)F (2-(chloromethyl)-5-(trifluoromethyl)pyridine Hydrochloride). Isolated yield 99.2%. As a reaction SMILES: [F:1][C:2]([F:12])([F:11])[C:3]1[CH:4]=[CH:5][C:6]([CH2:9]O)=[N:7][CH:8]=1.O=S(Cl)[Cl:15]>C(Cl)Cl>[ClH:15].[Cl:15][CH2:9][C:6]1[CH:5]=[CH:4][C:3]([C:2]([F:12])([F:11])[F:1])=[CH:8][N:7]=1 |f:3.4|. Reported procedure: A solution of (5-(trifluoromethyl)pyridin-2-yl)methanol (0.400 g, 2.26 mmol) in CH2Cl2 (4.4 mL) was cooled to 0° C. and SOCl2 (0.494 mL, 6.77 mmol) was added as a CH2Cl2 solution (2.2 mL). The reaction was allowed to gradually warm to ambient temperature over 1 hour and then stirred for an additional 1 hour. The reaction was concentrated and dried under vacuum to provide the desired product (0.520 g, 99%) as dark oil that was used directly in the subsequent step. Reactants: CO, N, N#Cc1ccnc(N2CCOCC2)n1, [OH-]. Product: NCc1ccnc(N2CCOCC2)n1. RXN SMILES: [CH3:17][OH:18].[NH3:16].[O:1]1[CH2:2][CH2:3][N:4]([c:7]2[n:8][cH:9][cH:10][c:11]([C:13]#[N:14])[n:12]2)[CH2:5][CH2:6]1.[OH-:15]>>[O:1]1[CH2:2][CH2:3][N:4]([c:7]2[n:8][cH:9][cH:10][c:11]([CH2:13][NH2:14])[n:12]2)[CH2:5][CH2:6]1. Starting materials: C1OC=2C=C(C=CC2O1)C=1C=CC2=C(C=C(CCS2)C(=O)OC)C1 (methyl 7-(3,4-methylenedioxyphenyl)-2,3-dihydro-1-benzothiepine-4-carboxylate), [OH-].[Na+] (sodium hydroxide), Cl (hydrochloric acid). Solvent: C(C)O.C1CCOC1 (ethanol THF). Conditions: time 64 hour. Yields the product C1OC=2C=C(C=CC2O1)C=1C=CC2=C(C=C(CCS2)C(=O)O)C1 (7-(3,4-methylenedioxyphenyl)-2,3-dihydro-1-benzothiepine-4-carboxylic acid). Yield: 88.8%. As a reaction SMILES: [CH2:1]1[O:9][C:8]2[CH:7]=[CH:6][C:5]([C:10]3[CH:11]=[CH:12][C:13]4[S:19][CH2:18][CH2:17][C:16]([C:20]([O:22]C)=[O:21])=[CH:15][C:14]=4[CH:24]=3)=[CH:4][C:3]=2[O:2]1.[OH-].[Na+].Cl>C(O)C.C1COCC1>[CH2:1]1[O:9][C:8]2[CH:7]=[CH:6][C:5]([C:10]3[CH:11]=[CH:12][C:13]4[S:19][CH2:18][CH2:17][C:16]([C:20]([OH:22])=[O:21])=[CH:15][C:14]=4[CH:24]=3)=[CH:4][C:3]=2[O:2]1 |f:1.2,4.5|. Procedure: To a solution of methyl 7-(3,4-methylenedioxyphenyl)-2,3-dihydro-1-benzothiepine-4-carboxylate (0.6 g) in ethanol/THF (10/10 ml) was added at room temperature 1N sodium hydroxide solution (2 ml), and the mixture was stirred for 64 hours. To the mixture was added 1N hydrochloric acid (3 ml), and the mixture was concentrated. The resulting solid was collected by filtration, which was washed with water, 2-propanol and diisopropylether to give pale yellow powder of 7-(3,4-methylenedioxyphenyl)-2,3-d... The reactants are O1C2CC=3C(=CC=C(C3CC21)OC)OC (6,7-epoxy-5,6,7,8-tetrahydro-1,4-dimethoxynaphthalene), C(C)O (ethanol), C(C)(C)N (isopropylamine). Yields the product CC(C)N[C@H]1[C@@H](CC2=C(C=CC(=C2C1)OC)OC)O (trans-1,2,3,4-Tetrahydro-3-[(1-methylethyl)amino]5,8-dimethoxy-2-naphthalenol). As a reaction SMILES: [O:1]1[CH:11]2[CH:2]1[CH2:3][C:4]1[C:5]([O:14][CH3:15])=[CH:6][CH:7]=[C:8]([O:12][CH3:13])[C:9]=1[CH2:10]2.C(O)C.[CH:19]([NH2:22])([CH3:21])[CH3:20]>>[CH3:20][CH:19]([NH:22][C@@H:2]1[CH2:3][C:4]2[C:9](=[C:8]([O:12][CH3:13])[CH:7]=[CH:6][C:5]=2[O:14][CH3:15])[CH2:10][C@H:11]1[OH:1])[CH3:21]. Procedure: A mixture of 10.3 g of 6,7-epoxy-5,6,7,8-tetrahydro-1,4-dimethoxynaphthalene in 50 ml of isopropylamine containing 2.93 ml of absolute ethanol is heated overnight in a small Parr bomb at 105° C ± 5° C (internal pressure = 75-100 psi). The cooled reaction mixture is concentrated in vacuo to 11.51 g of tan solid. Trituration with ether gives 10.1 g of material, melting point 141-144° C. Two recrystallizations from ethyl acetate give 7.0 g of trans-1,2,3,4-tetrahydro-3-[(1-methylethyl)amino]-5,8-di...